Dataset: the Open Reaction Database (ORD), a public repository of structured organic reaction records. Task: describe an organic reaction: reactants, conditions, products, and yield Starting materials: N#CBr (cyanogen bromide), C(C)N(CC#CC(C(CCCC)(C)C)OC(C)=O)CC (1-diethylamino-4-acetoxy-5,5-dimethyl-2-nonyne). Run in CCOCC (ether). Run at time 16 hour. Product: BrCC#CC(C(CCCC)(C)C)OC(C)=O (1-bromo-4-acetoxy-5,5-dimethyl-2-nonyne). RXN SMILES: N#[C:2][Br:3].C(N(CC)C[C:8]#[C:9][CH:10]([O:18][C:19](=[O:21])[CH3:20])[C:11]([CH3:17])([CH3:16])[CH2:12][CH2:13][CH2:14][CH3:15])C>CCOCC>[Br:3][CH2:2][C:8]#[C:9][CH:10]([O:18][C:19](=[O:21])[CH3:20])[C:11]([CH3:16])([CH3:17])[CH2:12][CH2:13][CH2:14][CH3:15]. Reported procedure: A solution of cyanogen bromide (36.0 g., 0.340 mole) in ether (400 ml.) is treated with 1-diethylamino-4-acetoxy-5,5-dimethyl-2-nonyne (82.3 g., 0.293 mole) to give a mildly exothermic reaction. The clear solution is allowed to stand at room temperature for 16 hours. Starting materials: Cl.O1C=C(C=C1)C1=CN=C(C=2N1C=NN2)N2CCNCC2 (5-(furan-3-yl)-8-(piperazin-1-yl)-[1,2,4]triazolo[4,3-a]pyrazine HCl salt), C=O (formaldehyde), ClCCl (dichloromethane), C(#N)[BH3-].[Na+] (sodium cyanoborohydride). The solvent is CO (methanol). Run at temperature 20 celsius, time 8 hour. The product is O1C=C(C=C1)C1=CN=C(C=2N1C=NN2)N2CCN(CC2)C (5-(Furan-3-yl)-8-(4-methylpiperazin-1-yl)-[1,2,4]triazolo[4,3-a]pyrazine). The yield is 49.0%. Reaction SMILES: Cl.[O:2]1[CH:6]=[CH:5][C:4]([C:7]2[N:12]3[CH:13]=[N:14][N:15]=[C:11]3[C:10]([N:16]3[CH2:21][CH2:20][NH:19][CH2:18][CH2:17]3)=[N:9][CH:8]=2)=[CH:3]1.C=O.Cl[CH2:25]Cl.C([BH3-])#N.[Na+]>CO>[O:2]1[CH:6]=[CH:5][C:4]([C:7]2[N:12]3[CH:13]=[N:14][N:15]=[C:11]3[C:10]([N:16]3[CH2:17][CH2:18][N:19]([CH3:25])[CH2:20][CH2:21]3)=[N:9][CH:8]=2)=[CH:3]1 |f:0.1,4.5|. Reported procedure: A 50 mL round bottom flask was charged with 5-(furan-3-yl)-8-(piperazin-1-yl)-[1,2,4]triazolo[4,3-a]pyrazine HCl salt (350 mg, 1.14 mmol), 40% aqueous formaldehyde (20 mL), dichloromethane (20 mL), methanol (20 mL) and sodium cyanoborohydride (245 mg, 3.90 mmol) at 0° C. The resulting mixture was stirred at 20° C. overnight. It was then concentrated in vacuo and the residue was extracted with dichloromethane. The organic layer was washed with brine (10 mL), dried over anhydrous Na2SO4, and conce...